This data is from the Open Reaction Database (ORD), a public repository of structured organic reaction records. The task is: describe an organic reaction: reactants, conditions, products, and yield The reactants are [Cr](=O)(=O)([O-])Cl.[NH+]1=CC=CC=C1 (pyridinium chlorochromate), C(C)N1NC=C2C1=NC=CC2(ON=C(C)C)C(O)C2=NC=CC=C2 ((1-Ethyl-4-isopropylideneaminooxy-1H-pyrazolo[3,4-b]pyridine-4-yl) (2-pyridyl)carbinol), CCOCC (ether). Run in ClCCl (dichloromethane). Reaction conditions: time 1 hour. Yields the product C(C)N1N=CC=2C1=NC=C(C2O)C2=NC=CC=C2 (1-ethyl-4-hydroxy-5-(2-pyridinyl)-1H-pyrazolo[3,4-b]pyridine). The yield is 95.2%. Reaction SMILES: [CH2:1]([N:3]1[C:7]2=[N:8][CH:9]=C[C:11]([CH:17]([C:19]3[CH:24]=[CH:23][CH:22]=[CH:21][N:20]=3)O)([O:12]N=C(C)C)[C:6]2=[CH:5][NH:4]1)[CH3:2].[Cr](Cl)([O-])(=O)=O.[NH+]1C=CC=CC=1.CCOCC>ClCCl>[CH2:1]([N:3]1[C:7]2=[N:8][CH:9]=[C:17]([C:19]3[CH:24]=[CH:23][CH:22]=[CH:21][N:20]=3)[C:11]([OH:12])=[C:6]2[CH:5]=[N:4]1)[CH3:2] |f:1.2|. Procedure details: (1-Ethyl-4-isopropylideneaminooxy-1H-pyrazolo[3,4-b]pyridine-4-yl) (2-pyridyl)carbinol (8.3 g) was dissolved in 150 ml of dichloromethane and to this was added 6.5 g of pyridinium chlorochromate. The reaction mixture was stirred 1 hour and then 300 ml of ether was added, after which the mixture was filtered through a pad of magnesium silicate. The pad was washed with a total of 2 liters of ether and then with 1 liter of 5% methanol/dichloromethane. Concentration of the combined filtrate under a ... The reactants are CO (methanol), Cl (HCl), COC(=O)C1=CN=C(S1)N1CCN(CC1)C(C)=O (2-(4-acetyl-piperazin-1-yl)-thiazole-5-carboxylic acid methyl ester), Cl.NO (hydroxylamine hydrochloride), C[O-].[Na+] (sodium methoxide). Run in O1CCOCC1 (1,4-dioxane). Conditions: time 2 hour. The product is C(C)(=O)N1CCN(CC1)C=1SC(=CN1)C(=O)O (2-(4-acetyl-piperazin-1-yl)-thiazole-5-carboxylic acid). RXN SMILES: C[O:2][C:3]([C:5]1[S:9][C:8]([N:10]2[CH2:15][CH2:14][N:13]([C:16](=[O:18])[CH3:17])[CH2:12][CH2:11]2)=[N:7][CH:6]=1)=[O:4].Cl.NO.C[O-].[Na+].CO.Cl>O1CCOCC1>[C:16]([N:13]1[CH2:12][CH2:11][N:10]([C:8]2[S:9][C:5]([C:3]([OH:4])=[O:2])=[CH:6][N:7]=2)[CH2:15][CH2:14]1)(=[O:18])[CH3:17] |f:1.2,3.4|. Procedure: To a solution of compound 22a (100 mg, 0.300 mmol) in 1,4-dioxane (2 mL) were added hydroxylamine hydrochloride (208 mg, 2.991 mmol) and a freshly prepared solution of sodium methoxide in methanol (103 mg, 4.511 mmol of sodium dissolved in 1.5 mL of methanol) under a N2 atmosphere. The reaction mixture was stirred at room temperature for 2 h. The reaction mixture was acidified to pH˜6 with 1M HCl and the formed precipitates were filtered off. The filtrate was diluted with ethyl acetate (5 mL) an...